This data is from the Open Reaction Database (ORD), a public repository of structured organic reaction records. The task is: describe an organic reaction: reactants, conditions, products, and yield The reactants are C1OC(CC[C@@H]2[C@H](C(C[C@H]2OC2OCCCC2)=O)C\C=C/CCCCCC(=O)OC(C)C)(CCCCCCC)OC1 (isopropyl (Z)-9-[(1R,2R,3R)-2-(3,3-ethylene dioxydecyl)-5-oxo-3-(tetrahydropyranyloxy)cyclopentyl]-7-nonenoate), C(C)(=O)O (acetic acid), C1CCOC1 (THF). Run in O (water). Run at temperature 50 celsius. Yields the product O[C@H]1[C@@H]([C@H](C(C1)=O)C\C=C/CCCCCC(=O)OC(C)C)CCC(CCCCCCC)=O (isopropyl (Z)-9-[(1R,2R,3R)-3-hydoxy-5-oxo-2-(3-oxodecyl)cyclopentyl]-7-nonenoate). Isolated yield 64.4%. RXN SMILES: C1CO[C:3]([CH2:33][CH2:34][CH2:35][CH2:36][CH2:37][CH2:38][CH3:39])([CH2:4][CH2:5][C@H:6]2[C@H:10]([O:11]C3CCCCO3)[CH2:9][C:8](=[O:18])[C@@H:7]2[CH2:19]/[CH:20]=[CH:21]\[CH2:22][CH2:23][CH2:24][CH2:25][CH2:26][C:27]([O:29][CH:30]([CH3:32])[CH3:31])=[O:28])[O:2]1.C(O)(=O)C.C1COCC1>O>[OH:11][C@@H:10]1[CH2:9][C:8](=[O:18])[C@H:7]([CH2:19]/[CH:20]=[CH:21]\[CH2:22][CH2:23][CH2:24][CH2:25][CH2:26][C:27]([O:29][CH:30]([CH3:32])[CH3:31])=[O:28])[C@H:6]1[CH2:5][CH2:4][C:3](=[O:2])[CH2:33][CH2:34][CH2:35][CH2:36][CH2:37][CH2:38][CH3:39]. Procedure details: The compound (5-a)(0.311 g) was dissolved in the solvent mixture (acetic acid:THF:water=2:1:1)(5 ml) and the solution was maintained at 50° C. for 3 hours. The crude product obtained by the conventional treatment of the reaction mixture was purified on silica gel column to give the titled compound (6-a)[yield:0.156 g (66%)].